Dataset: the Open Reaction Database (ORD), a public repository of structured organic reaction records. Task: describe an organic reaction: reactants, conditions, products, and yield Reactants: C1CCOC1, Cl, Cc1cccc2c1CCC2N=[N+]=[N-], O, c1ccc(P(c2ccccc2)c2ccccc2)cc1. Yields the product Cc1cccc2c1CCC2N. Reaction SMILES: [CH2:34]1[O:35][CH2:36][CH2:37][CH2:38]1.[ClH:33].[N:1](=[N+:2]=[N-:3])[CH:4]1[CH2:5][CH2:6][c:7]2[c:8]([CH3:13])[cH:9][cH:10][cH:11][c:12]21.[OH2:39].[c:14]1([P:15]([c:16]2[cH:17][cH:18][cH:19][cH:20][cH:21]2)[c:22]2[cH:23][cH:24][cH:25][cH:26][cH:27]2)[cH:28][cH:29][cH:30][cH:31][cH:32]1>>[NH2:1][CH:4]1[CH2:5][CH2:6][c:7]2[c:8]([CH3:13])[cH:9][cH:10][cH:11][c:12]21. Starting materials: COc1cc(C=CC(=O)Cl)ccc1OC(C)=O, NC1CCCCC1, c1ccncc1. Product: COc1cc(C=CC(=O)NC2CCCCC2)ccc1OC(C)=O. As a reaction SMILES: [C:1]([CH3:2])(=[O:3])[O:4][c:5]1[c:6]([O:16][CH3:17])[cH:7][c:8]([CH:9]=[CH:10][C:11](=[O:12])[Cl:13])[cH:14][cH:15]1.[NH2:18][CH:19]1[CH2:20][CH2:21][CH2:22][CH2:23][CH2:24]1.[cH:25]1[cH:26][cH:27][n:28][cH:29][cH:30]1>>[C:1]([CH3:2])(=[O:3])[O:4][c:5]1[c:6]([O:16][CH3:17])[cH:7][c:8]([CH:9]=[CH:10][C:11](=[O:12])[NH:18][CH:19]2[CH2:20][CH2:21][CH2:22][CH2:23][CH2:24]2)[cH:14][cH:15]1. The reactants are C(C)C1C=2N(C3=CC(=C(C=C3N1S(=O)(=O)C1=CC(=C(C=C1)OC)C)F)OC)C=CC2 (4-ethyl-7-fluoro-8-methoxy-5-[(4-methoxy-3-methylphenyl)sulfonyl]-4,5-dihydropyrrolo[1,2-a]quinoxaline), B(Cl)(Cl)Cl (boron trichloride). Procedure: The title compound was prepared from the product of Example 73 following the procedure of Example 5 but using 4 equivalents of boron trichloride to yield light tan crystals, mp 194-196° C. RXN SMILES: [CH2:1]([CH:3]1[N:12]([S:13]([C:16]2[CH:21]=[CH:20][C:19]([O:22]C)=[C:18]([CH3:24])[CH:17]=2)(=[O:15])=[O:14])[C:11]2[C:6](=[CH:7][C:8]([O:26]C)=[C:9]([F:25])[CH:10]=2)[N:5]2[CH:28]=[CH:29][CH:30]=[C:4]12)[CH3:2].B(Cl)(Cl)Cl>>[CH2:1]([CH:3]1[N:12]([S:13]([C:16]2[CH:21]=[CH:20][C:19]([OH:22])=[C:18]([CH3:24])[CH:17]=2)(=[O:15])=[O:14])[C:11]2[C:6](=[CH:7][C:8]([OH:26])=[C:9]([F:25])[CH:10]=2)[N:5]2[CH:28]=[CH:29][CH:30]=[C:4]12)[CH3:2]. The product is C(C)C1C=2N(C3=CC(=C(C=C3N1S(=O)(=O)C1=CC(=C(C=C1)O)C)F)O)C=CC2 (4-ethyl-7-fluoro-5-[(4-hydroxy-3-methylphenyl)sulfonyl]-4,5-dihydropyrrolo[1,2-a]quinoxalin-8-ol). The reactants are C(C1=CC=CC=C1)Br (Benzyl bromide), ice, C(C)C1NCCNC1 (2-ethylpiperazine). Run in CN(C)C=O (DMF). Conditions: time 1 hour. The product is C(C1=CC=CC=C1)N1CC(NCC1)CC (1-Benzyl-3-ethylpiperazine). Yield: 70.3%. As a reaction SMILES: [CH2:1](Br)[C:2]1[CH:7]=[CH:6][CH:5]=[CH:4][CH:3]=1.[CH2:9]([CH:11]1[CH2:16][NH:15][CH2:14][CH2:13][NH:12]1)[CH3:10]>CN(C=O)C>[CH2:1]([N:15]1[CH2:14][CH2:13][NH:12][CH:11]([CH2:9][CH3:10])[CH2:16]1)[C:2]1[CH:7]=[CH:6][CH:5]=[CH:4][CH:3]=1. Reported procedure: Benzyl bromide (38.7 g, 0.22 mol) was added in portions to an ice cold (˜0° C.) solution of 2-ethylpiperazine (25 g, 0.22 mol) in DMF (150 mL) with such a rate that the temperature did not exceed 20° C. The mixture was stirred for 1 h, the solvent was evaporated and the residue was partitioned between CHCl3/0.5 M HCl. The aqueous phase was made alkaline (11M NaOH) and extracted three times with CHCl3. The combined organic phases were dried (MgSO4) and concentrated. The resulting oil was purified... The reactants are CCOP(=O)(CC(Cc1ccccc1)N1C(=O)c2ccccc2C1=O)NC1CCCN(CC(=O)O)C1=O, NN, C1COCCO1, O. Product: CCOP(=O)(CC(Cc1ccccc1)NC(=O)c1ccccc1)NC1CCCN(CC(=O)O)C1=O. As a reaction SMILES: [C:1]1(=[O:37])[c:2]2[c:3]([cH:33][cH:34][cH:35][cH:36]2)[C:4](=[O:32])[N:5]1[CH:6]([CH2:7][P:8](=[O:9])([O:10][CH2:11][CH3:12])[NH:13][CH:14]1[C:15](=[O:24])[N:16]([CH2:20][C:21](=[O:22])[OH:23])[CH2:17][CH2:18][CH2:19]1)[CH2:25][c:26]1[cH:27][cH:28][cH:29][cH:30][cH:31]1.[NH2:39][NH2:40].[O:41]1[CH2:42][CH2:43][O:44][CH2:45][CH2:46]1.[OH2:38]>>[cH:2]1[c:3]([C:4]([NH:5][CH:6]([CH2:7][P:8](=[O:9])([O:10][CH2:11][CH3:12])[NH:13][CH:14]2[C:15](=[O:24])[N:16]([CH2:20][C:21](=[O:22])[OH:23])[CH2:17][CH2:18][CH2:19]2)[CH2:25][c:26]2[cH:27][cH:28][cH:29][cH:30][cH:31]2)=[O:32])[cH:33][cH:34][cH:35][cH:36]1.